The task is: describe an organic reaction: reactants, conditions, products, and yield. This data is from the Open Reaction Database (ORD), a public repository of structured organic reaction records. Reactants: C[Si](C)(C)CCOCn1cnc(Cl)c1C(=O)NCc1ccc(Cl)c(Oc2cc(C#N)c(F)cc2[N+](=O)[O-])c1F, ClCCl, O=C(O)C(F)(F)F. Yields the product N#Cc1cc(Oc2c(Cl)ccc(CNC(=O)c3[nH]cnc3Cl)c2F)c([N+](=O)[O-])cc1F. As a reaction SMILES: [Cl:1][c:2]1[n:3][cH:4][n:5]([CH2:32][O:33][CH2:34][CH2:35][Si:36]([CH3:37])([CH3:38])[CH3:39])[c:6]1[C:7](=[O:8])[NH:9][CH2:10][c:11]1[c:12]([F:31])[c:13]([O:18][c:19]2[c:20]([N+:28](=[O:29])[O-:30])[cH:21][c:22]([F:27])[c:23]([C:25]#[N:26])[cH:24]2)[c:14]([Cl:17])[cH:15][cH:16]1.[Cl:47][CH2:48][Cl:49].[F:40][C:41]([F:42])([F:43])[C:44]([OH:45])=[O:46]>>[Cl:1][c:2]1[n:3][cH:4][nH:5][c:6]1[C:7](=[O:8])[NH:9][CH2:10][c:11]1[c:12]([F:31])[c:13]([O:18][c:19]2[c:20]([N+:28](=[O:29])[O-:30])[cH:21][c:22]([F:27])[c:23]([C:25]#[N:26])[cH:24]2)[c:14]([Cl:17])[cH:15][cH:16]1. The reactants are [Cl-].[NH4+] (ammonium chloride), C(CCC)OC(=O)[C@H]1CC[C@H](CC1)C(=O)O (cis-4-(butoxycarbonyl)cyclohexane carboxylic acid), S(=O)(Cl)Cl (thionyl chloride), C[Li] (methyl lithium). The reagents and catalysts are CN(C)C=O (DMF), [Cu](I)I (copper iodide). Run in C1CCOC1 (THF), CO (methanol), C(C)(=O)OCC (ethyl acetate), C(C)OCC (diethyl ether), C1CCOC1 (THF). Run at temperature 50 celsius, time 0.5 hour. Product: C(C)(=O)[C@H]1CC[C@H](CC1)C(=O)OCCCC (butyl cis-4-acetylcyclohexane carboxylate). As a reaction SMILES: [CH2:1]([O:5][C:6]([C@@H:8]1[CH2:13][CH2:12][C@H:11]([C:14]([OH:16])=O)[CH2:10][CH2:9]1)=[O:7])[CH2:2][CH2:3][CH3:4].S(Cl)(Cl)=O.[CH3:21][Li].[Cl-].[NH4+]>CN(C=O)C.[Cu](I)I.C(OCC)(=O)C.CO.C1COCC1.C(OCC)C>[C:14]([C@@H:11]1[CH2:10][CH2:9][C@H:8]([C:6]([O:5][CH2:1][CH2:2][CH2:3][CH3:4])=[O:7])[CH2:13][CH2:12]1)(=[O:16])[CH3:21] |f:3.4|. Procedure: To a mixture of cis-4-(butoxycarbonyl)cyclohexane carboxylic acid (3.3 g) and thionyl chloride (13 mL) was added DMF (2 drops), followed by stirring at 50° C. for 0.5 hours. The reaction mixture was concentrated under reduced pressure and azeotroped with toluene to obtain a residue. A mixture of copper iodide (5.2 g) and THF (13 mL) was stirred at an internal temperature of −40° C. under an argon atmosphere. To the reaction mixture was added dropwise a diethyl ether solution (1.1 M, 55 mL) of me... Reactants: COC=1C=C2C(=CN=C(C2=CC1OC)CC1=CC(=C(C=C1)OC)OC)CO (6,7-dimethoxy-1-[(3,4-dimethoxyphenyl)methyl]-4-isoquinoline methanol), S(=O)(Cl)Cl (thionyl chloride). Run in C(Cl)Cl (methylene chloride). Run at time 3 hour. The product is ClCC1=CN=C(C2=CC(=C(C=C12)OC)OC)CC1=CC(=C(C=C1)OC)OC (4-chloromethyl-6,7-dimethoxy-1-[(3,4-dimethoxyphenyl)methyl]isoquinoline). As a reaction SMILES: [CH3:1][O:2][C:3]1[CH:4]=[C:5]2[C:10](=[CH:11][C:12]=1[O:13][CH3:14])[C:9]([CH2:15][C:16]1[CH:21]=[CH:20][C:19]([O:22][CH3:23])=[C:18]([O:24][CH3:25])[CH:17]=1)=[N:8][CH:7]=[C:6]2[CH2:26]O.S(Cl)([Cl:30])=O>C(Cl)Cl>[Cl:30][CH2:26][C:6]1[C:5]2[C:10](=[CH:11][C:12]([O:13][CH3:14])=[C:3]([O:2][CH3:1])[CH:4]=2)[C:9]([CH2:15][C:16]2[CH:21]=[CH:20][C:19]([O:22][CH3:23])=[C:18]([O:24][CH3:25])[CH:17]=2)=[N:8][CH:7]=1. Procedure: A cold mixture of 26.8 g of 6,7-dimethoxy-1-[(3,4-dimethoxyphenyl)methyl]-4-isoquinoline methanol in 600 ml of methylene chloride was treated dropwise with 27 ml of thionyl chloride over 15 minutes. The cooling bath was removed and the solution was allowed to stir at ambient temperature for 3 hours after which the volatiles were removed in vacuo. The residue was mixed with methylene chloride and water followed by careful addition of excess sodium bicarbonate. The organic layer was separated, dri... The reactants are C1=CC(=CC=C1[N+](=O)[O-])O (p-nitrophenol), C1(CCCCC1)N=C=NC1CCCCC1 (dicyclohexylcarbodiimide), 1-O-DMT-2-(N-acridine-4-aminobutyryl)-1,3-propanediol, C1(CCC(=O)O1)=O (succinic anhydride), OS(=O)(=O)O (H2SO4). The reagents and catalysts are [NH4+].[OH-] (NH4OH), CN(C1=CC=NC=C1)C (p-dimethylamino-pyridine). Run in N1=CC=CC=C1 (pyridine), N1=CC=CC=C1 (pyridine), CO (MeOH), C(C)N(CC)CC (triethylamine), C(Cl)Cl (CH2Cl2). Run at time 2 hour. The product is C1(CC=CC2=NC3=CC=CC=C3C=C12)=O (Acridine-ON). As a reaction SMILES: C1(=O)OC(=[O:5])CC1.OS(O)(=O)=O.[CH:13]1[C:18]([N+]([O-])=O)=[CH:17][CH:16]=[C:15](O)[CH:14]=1.C1(N=[C:30]=[N:31][CH:32]2[CH2:37][CH2:36][CH2:35][CH2:34][CH2:33]2)CCCCC1>N1C=CC=CC=1.CN(C)C1C=CN=CC=1.[NH4+].[OH-].C(N(CC)CC)C.C(Cl)Cl.CO>[C:34]1(=[O:5])[C:33]2[C:32](=[N:31][C:30]3[C:15]([CH:16]=2)=[CH:14][CH:13]=[CH:18][CH:17]=3)[CH:37]=[CH:36][CH2:35]1 |f:6.7|. Procedure details: Dissolve 1-O-DMT-2-(N-acridine-4-aminobutyryl)-1,3-propanediol (7.2 g, 10.4 mmol) (7) in 30 ml anhydrous pyridine with stirring. Stir at room temperature. Add p-dimethylamino-pyridine (0.584 g, 4.8 mmol) and succinic anhydride (0.863 g, 8.63 mmol). Stir reaction mixture at room temperature for 24 hours. Analyze by TLC to check whether reaction is completed, using 1:1 MeOH:CH2Cl2 with 4 drops of NH4OH added to develop; visualize with H2SO4 (Rf product=0.5). Remove solvent by rotary evaporation us... Reactants: CC(COC1=CC=C(C=C1)C(F)(F)F)N (1-methyl-2-(4-trifluoromethylphenoxy)ethylamine), ClC(=O)OCC(C)C (isobutyl chloroformate), CN1CCCCC1 (N-methylpiperidine), O(C1=CC=CC=C1)C(=O)N[C@@H](C(C)C)C(=O)O (N-phenoxycarbonyl-L-valine). Run in O (Water), C(Cl)Cl (methylene chloride). Reaction conditions: temperature -20 celsius, time 1 hour. Product: CC(COC1=CC=C(C=C1)C(F)(F)F)NC([C@@H](NC(=O)OC1=CC=CC=C1)C(C)C)=O (N1 -[1-methyl-2-(4-trifluoromethylphenoxy)ethyl]-N2 -phenoxycarbonyl-L-valinamide), crystal. The yield is 40.0%. Reaction SMILES: CN1CCCCC1.[O:8]([C:15]([NH:17][C@H:18]([C:22]([OH:24])=O)[CH:19]([CH3:21])[CH3:20])=[O:16])[C:9]1[CH:14]=[CH:13][CH:12]=[CH:11][CH:10]=1.ClC(OCC(C)C)=O.[CH3:33][CH:34]([NH2:47])[CH2:35][O:36][C:37]1[CH:42]=[CH:41][C:40]([C:43]([F:46])([F:45])[F:44])=[CH:39][CH:38]=1>C(Cl)Cl.O>[CH3:33][CH:34]([NH:47][C:22](=[O:24])[C@H:18]([CH:19]([CH3:20])[CH3:21])[NH:17][C:15]([O:8][C:9]1[CH:10]=[CH:11][CH:12]=[CH:13][CH:14]=1)=[O:16])[CH2:35][O:36][C:37]1[CH:42]=[CH:41][C:40]([C:43]([F:44])([F:45])[F:46])=[CH:39][CH:38]=1. Procedure details: 1.6 g of N-methylpiperidine was added to a solution containing 4.0 g of N-phenoxycarbonyl-L-valine dissolved in 80 ml of methylene chloride, at -20° C. After the mixture was stirred for 15 minutes at the same temperature, 2.2 g of isobutyl chloroformate was added to the mixture, and stirred for 1 hour at -20° C. 3.5 g of 1-methyl-2-(4-trifluoromethylphenoxy)ethylamine was added to this mixture at -60° C., and then the reaction mixture was allowed to sit and warm naturally to room temperature whi...